From a dataset of the Open Reaction Database (ORD), a public repository of structured organic reaction records. describe an organic reaction: reactants, conditions, products, and yield Reactants: FC=1C=C(C=CC1N1C=NC(=C1)CO)[N+](=O)[O-] (3-Fluoro-4-(4-hydroxymethylimidazol-1-yl)nitrobenzene), N1C=NC=C1 (imidazole), [Si](C)(C)(C(C)(C)C)Cl (t-Butyldimethylsilylchloride). Reaction conditions: time 30 minute. Yields the product FC=1C=C(C=CC1N1C=NC(=C1)CO[Si](C)(C)C(C)(C)C)[N+](=O)[O-] (3-Fluoro-4-(4-t-butyldimethylsilyloxymethylimidazol-1-yl)nitrobenzene). As a reaction SMILES: [F:1][C:2]1[CH:3]=[C:4]([N+:15]([O-:17])=[O:16])[CH:5]=[CH:6][C:7]=1[N:8]1[CH:12]=[C:11]([CH2:13][OH:14])[N:10]=[CH:9]1.N1C=CN=C1.[Si:23](Cl)([C:26]([CH3:29])([CH3:28])[CH3:27])([CH3:25])[CH3:24]>>[F:1][C:2]1[CH:3]=[C:4]([N+:15]([O-:17])=[O:16])[CH:5]=[CH:6][C:7]=1[N:8]1[CH:12]=[C:11]([CH2:13][O:14][Si:23]([C:26]([CH3:29])([CH3:28])[CH3:27])([CH3:25])[CH3:24])[N:10]=[CH:9]1. Procedure details: 3-Fluoro-4-(4-hydroxymethylimidazol-1-yl)nitrobenzene (26.7 g) and imidazole (15.3 g) were suspended in dry N,N-dimethylformnamide (190 ml) and stirred under argon on an ice-bath. t-Butyldimethylsilylchloride (25.5 g) was added in one portion, and stirring continued at ice temperature for 30 minutes, then at ambient temperature overnight. Solvent was evaporated in vacuo at 30° C., the residue diluted with water (200 ml) and extracted into ethyl acetate (700 ml). After washing with water (2×300 m... Reactants: FC(C(=O)C)(F)F (1,1,1-Trifluoroacetone), O1CCCC1 (tetrahydrofuran), FC1=CC(=CC(=C1)OC)F (1,3-difluoro-5-methoxybenzene), C(CCC)[Li] (n-butyllithium). Solvent: O (water), CCCCCC (hexane). Conditions: temperature -78 celsius, time 2 hour. The product is FC1=C(C(=CC(=C1)OC)F)C(C(F)(F)F)(C)O (2-(2,6-DIFLUORO-4-METHOXYPHENYL)-1,1,1-TRIFLUOROPROPANE-2-ol). The yield is 77.9%. RXN SMILES: O1CCCC1.[F:6][C:7]1[CH:12]=[C:11]([O:13][CH3:14])[CH:10]=[C:9]([F:15])[CH:8]=1.C([Li])CCC.[F:21][C:22]([F:27])([F:26])[C:23]([CH3:25])=[O:24]>O.CCCCCC>[F:6][C:7]1[CH:12]=[C:11]([O:13][CH3:14])[CH:10]=[C:9]([F:15])[C:8]=1[C:23]([OH:24])([CH3:25])[C:22]([F:27])([F:26])[F:21]. Procedure: To a tetrahydrofuran (100 ml) solution of 1,3-difluoro-5-methoxybenzene (7 g, 48.6 mmol) was added 1.6 M hexane solution of n-butyllithium (30 ml, 48.6 mmol) dropwise at −78° C. over 30 minutes and the mixture was stirred for 2 hours at −78° C. 1,1,1-Trifluoroacetone (6.5 g, 58.3 mmol) was added at −78° C. and the mixture was stirred for 2 hours at −78° C. followed by additional stirring for 1 hour at room temperature. Then, the reaction was diluted with water and the product was extracted with ... The reactants are FC(CNC(=O)C1(C2=CC=CC=C2C=2C=CC=CC12)CCCCBr)(F)F (9-(4-bromo-butyl)-9H-fluorene-9-carboxylic acid-(2,2,2-trifluoro-ethyl)-amide), ClC=1C=C2C=CC(=NC2=CC1)N1CCNCCC1 (6-chloro-2-[1.4]diazepan-1-yl-quinoline). Yields the product FC(CNC(=O)C1(C2=CC=CC=C2C=2C=CC=CC12)CCCCN1CCN(CCC1)C1=NC2=CC=C(C=C2C=C1)Cl)(F)F (9-{4-[4-(6-chloro-quinolin-2-yl)-[1.4] diazepan-1-yl]-butyl}-9H-fluorene-9-carboxylic acid-(2,2,2-trifluoro-ethyl)-amide). RXN SMILES: [F:1][C:2]([F:26])([F:25])[CH2:3][NH:4][C:5]([C:7]1([CH2:20][CH2:21][CH2:22][CH2:23]Br)[C:19]2[CH:18]=[CH:17][CH:16]=[CH:15][C:14]=2[C:13]2[C:8]1=[CH:9][CH:10]=[CH:11][CH:12]=2)=[O:6].[Cl:27][C:28]1[CH:29]=[C:30]2[C:35](=[CH:36][CH:37]=1)[N:34]=[C:33]([N:38]1[CH2:44][CH2:43][CH2:42][NH:41][CH2:40][CH2:39]1)[CH:32]=[CH:31]2>>[F:1][C:2]([F:26])([F:25])[CH2:3][NH:4][C:5]([C:7]1([CH2:20][CH2:21][CH2:22][CH2:23][N:41]2[CH2:42][CH2:43][CH2:44][N:38]([C:33]3[CH:32]=[CH:31][C:30]4[C:35](=[CH:36][CH:37]=[C:28]([Cl:27])[CH:29]=4)[N:34]=3)[CH2:39][CH2:40]2)[C:19]2[CH:18]=[CH:17][CH:16]=[CH:15][C:14]=2[C:13]2[C:8]1=[CH:9][CH:10]=[CH:11][CH:12]=2)=[O:6]. Procedure details: Prepared analogously to Example 2 from 9-(4-bromo-butyl)-9H-fluorene-9-carboxylic acid-(2,2,2-trifluoro-ethyl)-amide and 6-chloro-2-[1.4]diazepan-1-yl-quinoline Starting materials: ClC1=C(C=NC=2N=C(N=CC21)N2CCN(CC2)C)C(=O)OCC (ethyl 5-chloro-2-(4-methyl-1-piperazinyl)pyrido[2,3-d]pyrimidine-6-carboxylate), [O-]CC.[Na+] (sodium ethoxide). The solvent is C(C)O (ethanol). Product: C(C)OC1=C(C=NC=2N=C(N=CC21)N2CCN(CC2)C)C(=O)OCC (Ethyl 5-ethoxy-2-(4-methyl-1-piperazinyl)pyrido[ 2,3-d]pyrimidine-6-carboxylate). The yield is 90.7%. As a reaction SMILES: Cl[C:2]1[C:11]2[CH:10]=[N:9][C:8]([N:12]3[CH2:17][CH2:16][N:15]([CH3:18])[CH2:14][CH2:13]3)=[N:7][C:6]=2[N:5]=[CH:4][C:3]=1[C:19]([O:21][CH2:22][CH3:23])=[O:20].[O-:24][CH2:25][CH3:26].[Na+]>C(O)C>[CH2:25]([O:24][C:2]1[C:11]2[CH:10]=[N:9][C:8]([N:12]3[CH2:17][CH2:16][N:15]([CH3:18])[CH2:14][CH2:13]3)=[N:7][C:6]=2[N:5]=[CH:4][C:3]=1[C:19]([O:21][CH2:22][CH3:23])=[O:20])[CH3:26] |f:1.2|. Reported procedure: A mixture containing 3.0 g of ethyl 5-chloro-2-(4-methyl-1-piperazinyl)pyrido[2,3-d]pyrimidine-6-carboxylate, 0.7 g of sodium ethoxide, and 50 ml of absolute ethanol was heated to reflux for 2 hours. The ethanol was removed by distillation in vacuo, the residue was extracted with chloroform and the extract washed with water, and dried over anhydrous magnesium sulfate. After the solvent was distilled off the residue was crystallized from n-hexane to give 2.8 g of the product as pale yellow needle... The reactants are C(C)SC(C(=O)O)(C1=CC=CC=C1)C1=CC=CC=C1 ((ethylsulfanyl) (diphenyl)acetic acid), NCCCN1CCC(CC1)C=1C=C(C=CC1)NC(C(C)C)=O (N-{3-[1-(3-amino propyl)-4-piperidinyl]phenyl}-2-methylpropan amide). Yields the product C(C)SC(C(=O)NCCCN1CCC(CC1)C=1C=C(C=CC1)NC(C(C)C)=O)(C1=CC=CC=C1)C1=CC=CC=C1 (N-{3-[1-(3-{[(ETHYLSULFANYL)(DIPHENYL)ACETYL]AMINO}PROPYL)-4-PIPERIDINYL]PHENYL}-2-METHYLPROPANAMIDE). Reaction SMILES: [CH2:1]([S:3][C:4]([C:14]1[CH:19]=[CH:18][CH:17]=[CH:16][CH:15]=1)([C:8]1[CH:13]=[CH:12][CH:11]=[CH:10][CH:9]=1)[C:5]([OH:7])=O)[CH3:2].[NH2:20][CH2:21][CH2:22][CH2:23][N:24]1[CH2:29][CH2:28][CH:27]([C:30]2[CH:31]=[C:32]([NH:36][C:37](=[O:41])[CH:38]([CH3:40])[CH3:39])[CH:33]=[CH:34][CH:35]=2)[CH2:26][CH2:25]1>>[CH2:1]([S:3][C:4]([C:14]1[CH:19]=[CH:18][CH:17]=[CH:16][CH:15]=1)([C:8]1[CH:13]=[CH:12][CH:11]=[CH:10][CH:9]=1)[C:5]([NH:20][CH2:21][CH2:22][CH2:23][N:24]1[CH2:29][CH2:28][CH:27]([C:30]2[CH:31]=[C:32]([NH:36][C:37](=[O:41])[CH:38]([CH3:39])[CH3:40])[CH:33]=[CH:34][CH:35]=2)[CH2:26][CH2:25]1)=[O:7])[CH3:2]. Reported procedure: Example 16 was prepared from (ethylsulfanyl) (diphenyl)acetic acid and N-{3-[1-(3-amino propyl)-4-piperidinyl]phenyl}-2-methylpropan amide according to the procedures described in Scheme 9: ESMS m/e: 658.6 (M+H)+. Starting materials: BrC1=C(NC2=CC=CC=C12)C(=O)OCC (ethyl 3-bromo-1H-indole-2-carboxylate), C1(=C(C=CC=C1)B(O)O)C (ortho-tolylboronic acid), (1,1′-bis(diphenylphosphino)ferrocene)dichloropalladium(II), C(=O)([O-])[O-].[Na+].[Na+] (Na2CO3). Solvent: C(OC)COC (dimethoxyethane), C(C)(=O)OCC (ethyl acetate). The product is C1(=C(C=CC=C1)C1=C(NC2=CC=CC=C12)C(=O)OCC)C (ethyl 3-ortho-tolyl-1H-indole-2-carboxylate). As a reaction SMILES: Br[C:2]1[C:10]2[C:5](=[CH:6][CH:7]=[CH:8][CH:9]=2)[NH:4][C:3]=1[C:11]([O:13][CH2:14][CH3:15])=[O:12].[C:16]1([CH3:25])[CH:21]=[CH:20][CH:19]=[CH:18][C:17]=1B(O)O.C([O-])([O-])=O.[Na+].[Na+]>C(COC)OC.C(OCC)(=O)C>[C:16]1([CH3:25])[CH:21]=[CH:20][CH:19]=[CH:18][C:17]=1[C:2]1[C:10]2[C:5](=[CH:6][CH:7]=[CH:8][CH:9]=2)[NH:4][C:3]=1[C:11]([O:13][CH2:14][CH3:15])=[O:12] |f:2.3.4|. Procedure: A mixture of EXAMPLE 31B (1.08 g), ortho-tolylboronic acid (1.1 g), (1,1′-bis(diphenylphosphino)ferrocene)dichloropalladium(II) (140 mg) in dimethoxyethane:2N aqueous Na2CO3 (25 mL:5 mL) was stirred under nitrogen at 80° C. for 16 hours, diluted with ethyl acetate and was washed with water and brine. The organic phase was dried (MgSO4), filtered, and concentrated. The concentrate was purified by flash chromatography on silica gel with 0-10% ethyl acetate/hexanes.